Dataset: the Open Reaction Database (ORD), a public repository of structured organic reaction records. Task: describe an organic reaction: reactants, conditions, products, and yield Reactants: CON1CCC2(CC1)NC(=O)C(c1cc(Br)cc(F)c1C)=C2O, CC#N, CCOC(=O)Cl, Cl, c1ccncc1. Product: CCOC(=O)OC1=C(c2cc(Br)cc(F)c2C)C(=O)NC12CCN(OC)CC2. As a reaction SMILES: [Br:1][c:2]1[cH:3][c:4]([F:23])[c:5]([CH3:22])[c:6]([C:8]2=[C:12]([OH:13])[C:11]3([NH:10][C:9]2=[O:21])[CH2:14][CH2:15][N:16]([O:19][CH3:20])[CH2:17][CH2:18]3)[cH:7]1.[CH3:37][C:38]#[N:39].[Cl:24][C:25](=[O:26])[O:27][CH2:28][CH3:29].[ClH:36].[cH:30]1[cH:31][cH:32][n:33][cH:34][cH:35]1>>[Br:1][c:2]1[cH:3][c:4]([F:23])[c:5]([CH3:22])[c:6]([C:8]2=[C:12]([O:13][C:25](=[O:26])[O:27][CH2:28][CH3:29])[C:11]3([NH:10][C:9]2=[O:21])[CH2:14][CH2:15][N:16]([O:19][CH3:20])[CH2:17][CH2:18]3)[cH:7]1. Starting materials: C(C)(C)(C)C1=CC=C(OC2=CC=C3C=C(N=C(C3=C2)CC2CCCC2)C(=O)O)C=C1 (7-(4-tert-Butyl-phenoxy)-1-cyclopentylmethyl-isoquinoline-3-carboxylic acid), Cl.COC([C@H](CC(C)(C)C)N)=O ((2S)-amino-4, 4-dimethyl-pentanoic acid methyl ester HCL), ester. Product: C(C)(C)(C)C1=CC=C(OC2=CC=C3C=C(N=C(C3=C2)CC2CCCC2)C(=O)N[C@H](C(=O)O)CC(C)(C)C)C=C1 ((2S)-{[7-(4-tert-Butyl-phenoxy)-1-cyclopentylmethyl-isoquinoline-3-carbonyl]-amino}-4,4-dimethyl-pentanoic acid). The yield is 88.7%. Reaction SMILES: [C:1]([C:5]1[CH:30]=[CH:29][C:8]([O:9][C:10]2[CH:19]=[C:18]3[C:13]([CH:14]=[C:15]([C:26]([OH:28])=O)[N:16]=[C:17]3[CH2:20][CH:21]3[CH2:25][CH2:24][CH2:23][CH2:22]3)=[CH:12][CH:11]=2)=[CH:7][CH:6]=1)([CH3:4])([CH3:3])[CH3:2].Cl.C[O:33][C:34](=[O:42])[C@@H:35]([NH2:41])[CH2:36][C:37]([CH3:40])([CH3:39])[CH3:38]>>[C:1]([C:5]1[CH:30]=[CH:29][C:8]([O:9][C:10]2[CH:19]=[C:18]3[C:13]([CH:14]=[C:15]([C:26]([NH:41][C@@H:35]([CH2:36][C:37]([CH3:40])([CH3:39])[CH3:38])[C:34]([OH:42])=[O:33])=[O:28])[N:16]=[C:17]3[CH2:20][CH:21]3[CH2:25][CH2:24][CH2:23][CH2:22]3)=[CH:12][CH:11]=2)=[CH:7][CH:6]=1)([CH3:2])([CH3:3])[CH3:4] |f:1.2|. Procedure: 50 mg (0.12 mmol) of 7-(4-tert-butyl-phenoxy)-1-cyclopentylmethyl-isoquinoline-3-carboxylic acid (Example 419) was reacted with (2S)-amino-4, 4-dimethyl-pentanoic acid methyl ester HCL (26.4 mg, 0.14 mmol) as described in general procedure A. The resulting ester was hydrolyzed as described in general procedure C to afford 56.5 mg of the title compound as a white solid. Starting materials: O[C@]1(C[C@@H]2CC[C@H]3[C@@H]4CC[C@H](C5(C)OCCO5)[C@]4(CC[C@@H]3[C@]2(CC1)C)C)C (3α-hydroxy-3β-methyl-20,20-ethylenedioxy-5α-pregnane), C1(=CC=C(C=C1)S(=O)(=O)O)C (p-toluene sulfonic acid). Solvent: CC(=O)C (acetone). Yields the product O[C@]1(C[C@@H]2CC[C@H]3[C@@H]4CC[C@H](C(C)=O)[C@]4(CC[C@@H]3[C@]2(CC1)C)C)C (3α-hydroxy-3β-methyl-5α-pregnan-20-one). Reaction SMILES: [OH:1][C@:2]1([CH3:27])[CH2:24][CH2:23][C@@:22]2([CH3:25])[C@@H:4]([CH2:5][CH2:6][C@@H:7]3[C@@H:21]2[CH2:20][CH2:19][C@@:18]2([CH3:26])[C@H:8]3[CH2:9][CH2:10][C@@H:11]2[C:12]2(OCC[O:14]2)[CH3:13])[CH2:3]1.C1(C)C=CC(S(O)(=O)=O)=CC=1>CC(C)=O>[OH:1][C@:2]1([CH3:27])[CH2:24][CH2:23][C@@:22]2([CH3:25])[C@@H:4]([CH2:5][CH2:6][C@@H:7]3[C@@H:21]2[CH2:20][CH2:19][C@@:18]2([CH3:26])[C@H:8]3[CH2:9][CH2:10][C@@H:11]2[C:12](=[O:14])[CH3:13])[CH2:3]1. Reported procedure: A solution of 3α-hydroxy-3β-methyl-20,20-ethylenedioxy-5α-pregnane and p-toluene sulfonic acid (catalytic) in wet acetone was heated at reflux overnight. The reaction was concentrated in vacuo and taken up in chloroform. The organic phase was washed with sodium bicarbonate, dried over magnesium sulfate, concentrated, and recrystallized from methanol to give the title compound. Starting materials: Cl (HCl), FC1=C(C=C(C=C1)C1=NC=CC=C1C1=NC(=NC=C1)OC)C (4-(2-(4-fluoro-3-methylphenyl)pyridin-3-yl)-2-methoxypyrimidine). The solvent is CO (MeOH). Reaction conditions: temperature 90 celsius, time 20 minute. Yields the product FC1=C(C=C(C=C1)C1=NC=CC=C1C1=CC=NC(N1)=O)C (6-(2-(4-fluoro-3-methylphenyl)pyridin-3-yl)pyrimidin-2(1H)-one). Isolated yield 70.3%. Reaction SMILES: Cl.[F:2][C:3]1[CH:8]=[CH:7][C:6]([C:9]2[C:14]([C:15]3[CH:20]=[CH:19][N:18]=[C:17]([O:21]C)[N:16]=3)=[CH:13][CH:12]=[CH:11][N:10]=2)=[CH:5][C:4]=1[CH3:23]>CO>[F:2][C:3]1[CH:8]=[CH:7][C:6]([C:9]2[C:14]([C:15]3[NH:16][C:17](=[O:21])[N:18]=[CH:19][CH:20]=3)=[CH:13][CH:12]=[CH:11][N:10]=2)=[CH:5][C:4]=1[CH3:23]. Procedure details: Aqueous HCl (2N, 20 mL) was added to the stirring solution of 4-(2-(4-fluoro-3-methylphenyl)pyridin-3-yl)-2-methoxypyrimidine (1.3 g) in MeOH (10 mL) and heated at 90° C. for 12 h. The reaction mixture was concentrated by rotary evaporator under reduced pressure and neutralized the resultant pale yellow viscous material with aq. NaHCO3 solution. The slurry thus formed upon neutralization was stirred at room temperature for 20 min. The solid was collected by filtration, washed with water, suction... Starting materials: OC1(CCNCC1)C1=CC=CC=C1 (4-hydroxy-4-phenylpiperidine), [I-].[K+] (potassium iodide), ClCCCC1=NOC2=C1C=CC(=C2)F (3-(3-chloropropyl)-6-fluoro-1,2-benzisoxazole), C([O-])(O)=O.[Na+] (sodium bicarbonate). Solvent: CN(C=O)C (dimethylformamide). Reaction conditions: temperature 80 celsius, time 1 hour. The product is FC1=CC2=C(C(=NO2)CCCN2CCC(CC2)(C2=CC=CC=C2)O)C=C1 (1-[3-(6-Fluoro-1,2-benzisoxazol-3-yl)propyl]-4-hydroxy-4-phenylpiperidine). Isolated yield 25.0%. RXN SMILES: [OH:1][C:2]1([C:8]2[CH:13]=[CH:12][CH:11]=[CH:10][CH:9]=2)[CH2:7][CH2:6][NH:5][CH2:4][CH2:3]1.Cl[CH2:15][CH2:16][CH2:17][C:18]1[C:22]2[CH:23]=[CH:24][C:25]([F:27])=[CH:26][C:21]=2[O:20][N:19]=1.C(=O)(O)[O-].[Na+].[I-].[K+]>CN(C)C=O>[F:27][C:25]1[CH:24]=[CH:23][C:22]2[C:18]([CH2:17][CH2:16][CH2:15][N:5]3[CH2:6][CH2:7][C:2]([OH:1])([C:8]4[CH:13]=[CH:12][CH:11]=[CH:10][CH:9]=4)[CH2:3][CH2:4]3)=[N:19][O:20][C:21]=2[CH:26]=1 |f:2.3,4.5|. Reported procedure: To 50 ml of dry dimethylformamide was added, 6.0 g of 4-hydroxy-4-phenylpiperidine, 8.0 g of 3-(3-chloropropyl)-6-fluoro-1,2-benzisoxazole, 13.0 g of sodium bicarbonate, and a few crystals of potassium iodide. After stirring at 80° C. for one hr, the mixture was cooled, filtered, and the filtrate evaporated to an oil. The oil was stirred with 100 ml water for five mins, and then extracted with ether/ethyl acetate. The organic layer was washed with water (2×), saturated sodium chloride solution a... The solvent is O1CCCC1 (tetrahydrofuran), O1CCOCC1 (1,4-dioxane). As a reaction SMILES: [H-].[H-].[H-].[H-].[Li+].[Al+3].[Cl:7][C:8]1[CH:23]=[CH:22][C:11]2[C:12](=O)[NH:13][C:14]3[CH:20]=[CH:19][CH:18]=[CH:17][C:15]=3[O:16][C:10]=2[CH:9]=1.O>O1CCCC1.O1CCOCC1>[Cl:7][C:8]1[CH:23]=[CH:22][C:11]2[CH2:12][NH:13][C:14]3[CH:20]=[CH:19][CH:18]=[CH:17][C:15]=3[O:16][C:10]=2[CH:9]=1 |f:0.1.2.3.4.5|. Isolated yield 84.0%. Reactants: O (water), [H-].[H-].[H-].[H-].[Li+].[Al+3] (LiAlH4), ClC1=CC2=C(C(NC3=C(O2)C=CC=C3)=O)C=C1 (3-chlorodibenz[b,f][1,4]oxazepin-11(10H)-one). Yields the product ClC1=CC2=C(CNC3=C(O2)C=CC=C3)C=C1 (3-chloro-10,11-dihydrodibenz[b,f]-[1,4]oxazepine). Procedure details: LiAlH4 (1M) in tetrahydrofuran (100 ml) was added dropwise to a mixture of 3-chlorodibenz[b,f][1,4]oxazepin-11(10H)-one (12.3 g) (prepared as described in Indian J. Chem. 1974, 12(3), 227-35) in 1,4-dioxane (400ml) under a N2 atmosphere. The mixture was stirred, refluxed for 1 hour 30 minutes, cooled and water was added dropwise. The mixture was acidified and extracted with EtOAc. The organic layer was dried with Na2SO4, filtered off and evaporated. The residue was purified by open column chroma... Yields the product C=1(N=CN2C=NC3=C(C21)C=CN3)C3CCN(CC3)C(=O)OCC3=CC=CC=C3 (Benzyl 4-(7H-imidazo[1,5-c]pyrrolo[3,2-e]pyrimidin-1-yl)piperidine-1-carboxylate). Starting materials: C[Si](CCOCN1C=CC=2C=3N(C=NC21)C=NC3C3CCN(CC3)C(=O)OCC3=CC=CC=C3)(C)C (benzyl 4-(7-{[2-(trimethylsilyl)ethoxy]methyl}-7H-imidazo[1,5-c]pyrrolo[3,2-e]pyrimidin-1-yl)piperidine-1-carboxylate), C[Si](CCOCN1C=CC=2C=3N(C=NC21)C=NC3C3CN(CCC3)C(=O)OCC3=CC=CC=C3)(C)C (benzyl 3-(7-{[2-(trimethylsilyl)ethoxy]methyl}-7H-imidazo[1,5-c]pyrrolo[3,2-e]pyrimidin-1-yl)piperidine-1-carboxylate). Procedure details: The reactions in Synthetic Examplea 3 were carried out in substantially the same manners except that benzyl 4-(7-{[2-(trimethylsilyl)ethoxy]methyl}-7H-imidazo[1,5-c]pyrrolo[3,2-e]pyrimidin-1-yl)piperidine-1-carboxylate obtained in Reference Synthetic Examplea 78 was used instead of benzyl 3-(7-{[2-(trimethylsilyl)ethoxy]methyl}-7H-imidazo[1,5-c]pyrrolo[3,2-e]pyrimidin-1-yl)piperidine-1-carboxylate to give the title compound as a yellow solid (4.6 mg, yield 2%). The yield is 2.0%. Reaction SMILES: C[Si](C)(C)CCOC[N:7]1[C:15]2[N:14]=[CH:13][N:12]3[CH:16]=[N:17][C:18]([CH:19]4[CH2:24][CH2:23][N:22]([C:25]([O:27][CH2:28][C:29]5[CH:34]=[CH:33][CH:32]=[CH:31][CH:30]=5)=[O:26])[CH2:21][CH2:20]4)=[C:11]3[C:10]=2[CH:9]=[CH:8]1.C[Si](C)(C)CCOCN1C2N=CN3C=NC(C4CCCN(C(OCC5C=CC=CC=5)=O)C4)=C3C=2C=C1>>[C:18]1([CH:19]2[CH2:24][CH2:23][N:22]([C:25]([O:27][CH2:28][C:29]3[CH:30]=[CH:31][CH:32]=[CH:33][CH:34]=3)=[O:26])[CH2:21][CH2:20]2)[N:17]=[CH:16][N:12]2[C:11]=1[C:10]1[CH:9]=[CH:8][NH:7][C:15]=1[N:14]=[CH:13]2. Reactants: N[C@H](CO)CC(C)C ((S)-2-amino-4-methylpentan-1-ol). Reagents/catalysts: [Ru] (Ruthenium). Solvent: O1CCOCC1 (dioxane). Yields the product cyclic dipeptide, C(C(C)C)C1C(NC(C(N1)=O)CC(C)C)=O (3,6-diisobutylpiperazine-2,5-dione). As a reaction SMILES: [NH2:1][C@@H:2]([CH2:5][CH:6]([CH3:8])[CH3:7])[CH2:3][OH:4]>[Ru].O1CCOCC1>[CH2:5]([CH:2]1[NH:1][C:3](=[O:4])[CH:2]([CH2:5][CH:6]([CH3:8])[CH3:7])[NH:1][C:3]1=[O:4])[CH:6]([CH3:8])[CH3:7]. Procedure details: Refluxing a dioxane solution of (S)-2-amino-4-methylpentan-1-ol with complex 1 (1 mol %) led to 64% isolated yield of the cyclic dipeptide, 3,6-diisobutylpiperazine-2,5-dione 7b after workup (Table 9, entry 1). The product structure was confirmed by MS, NMR spectroscopies. Reactants: CCOCC, CC1(CO)CCOCC1, ClCCl. Yields the product CC1(C=O)CCOCC1. RXN SMILES: [CH3:13][CH2:14][O:15][CH2:16][CH3:17].[CH3:1][C:2]1([CH2:8][OH:9])[CH2:3][CH2:4][O:5][CH2:6][CH2:7]1.[Cl:10][CH2:11][Cl:12]>>[CH3:1][C:2]1([CH:8]=[O:9])[CH2:3][CH2:4][O:5][CH2:6][CH2:7]1.